From a dataset of the Open Reaction Database (ORD), a public repository of structured organic reaction records. describe an organic reaction: reactants, conditions, products, and yield The reactants are C1=CC=C2C(=C1)C=CC(=C2C3=C(C=CC4=CC=CC=C43)O)O (1,1′-bi-2-naphthol), ClC=1C(=C(C(=CC1)C(C)=C)OC)F (3-chloro-2-fluoro-6-(1-methyleneethyl)anisole), FC(C(C(=O)OCC)=O)(F)F (ethyl trifluoropyruvate). The reagents and catalysts are CC([O-])C.CC([O-])C.CC([O-])C.CC([O-])C.[Ti+4] (titanium tetraisopropoxide). The solvent is C1(=CC=CC=C1)C (toluene). The product is ClC1=C(C(=C(C=C1)C(CC(C(=O)OCC)(C(F)(F)F)O)=C)OC)F (ethyl 4-(4-chloro-3-fluoro-2-methoxyphenyl)-2-hydroxy-2-(trifluoromethyl)pent-4-enoate). Yield: 14.9%. Reaction SMILES: C1C=C2C=CC(O)=C(C3C4C(=CC=CC=4)C=CC=3O)C2=CC=1.[Cl:23][C:24]1[C:25]([F:35])=[C:26]([O:33][CH3:34])[C:27]([C:30](=[CH2:32])[CH3:31])=[CH:28][CH:29]=1.[F:36][C:37]([F:46])([F:45])[C:38](=[O:44])[C:39]([O:41][CH2:42][CH3:43])=[O:40]>C1(C)C=CC=CC=1.CC(C)[O-].CC(C)[O-].CC(C)[O-].CC(C)[O-].[Ti+4]>[Cl:23][C:24]1[CH:29]=[CH:28][C:27]([C:30](=[CH2:31])[CH2:32][C:38]([OH:44])([C:37]([F:46])([F:45])[F:36])[C:39]([O:41][CH2:42][CH3:43])=[O:40])=[C:26]([O:33][CH3:34])[C:25]=1[F:35] |f:4.5.6.7.8|. Procedure details: 760 mg (2.67 mmol) of 1,1′-bi-2-naphthol are admixed with 2.68 ml (1.34 mmol) of a 0.5 M titanium tetraisopropoxide solution in toluene and the red solution is stirred at room temperature for an hour. 5.07 g (28.1 mmol) of 3-chloro-2-fluoro-6-(1-methyleneethyl)anisole and 3.25 ml (26.7 mmol) of ethyl trifluoropyruvate are added and the mixture is heated at 140° C. for 17 hours. After it has cooled it is immediately purified by column chromatography on silica gel (pentane/diethyl ether 25-40%) to... The reactants are CCOC(=O)C(CC(C)C(=O)OCc1ccccc1)C(=O)OCC, CCCCI, CCO, [Na]. Product: CCCCC(CC(C)C(=O)OCc1ccccc1)(C(=O)OCC)C(=O)OCC. RXN SMILES: [CH2:1]([c:2]1[cH:3][cH:4][cH:5][cH:6][cH:7]1)[O:8][C:9]([CH:10]([CH2:11][CH:12]([C:13](=[O:14])[O:15][CH2:16][CH3:17])[C:18](=[O:19])[O:20][CH2:21][CH3:22])[CH3:23])=[O:24].[CH2:26]([CH2:27][CH2:28][CH3:29])[I:30].[CH3:31][CH2:32][OH:33].[Na:25]>>[CH2:1]([c:2]1[cH:3][cH:4][cH:5][cH:6][cH:7]1)[O:8][C:9]([CH:10]([CH2:11][C:12]([C:13](=[O:14])[O:15][CH2:16][CH3:17])([C:18](=[O:19])[O:20][CH2:21][CH3:22])[CH2:26][CH2:27][CH2:28][CH3:29])[CH3:23])=[O:24]. The reactants are COC(=O)c1ccc(COc2cccnc2)cc1-c1ccccc1C, COC(=O)C(N)CCSC, Cl. Product: COC(=O)C(CCSC)NC(=O)c1ccc(COc2cccnc2)cc1-c1ccccc1C. Reaction SMILES: [CH3:1][O:2][C:3]([c:4]1[c:5](-[c:18]2[c:19]([CH3:24])[cH:20][cH:21][cH:22][cH:23]2)[cH:6][c:7]([CH2:10][O:11][c:12]2[cH:13][n:14][cH:15][cH:16][cH:17]2)[cH:8][cH:9]1)=[O:25].[CH3:27][O:28][C:29]([CH:30]([NH2:31])[CH2:32][CH2:33][S:34][CH3:35])=[O:36].[ClH:26]>>[O:2]=[C:3]([c:4]1[c:5](-[c:18]2[c:19]([CH3:24])[cH:20][cH:21][cH:22][cH:23]2)[cH:6][c:7]([CH2:10][O:11][c:12]2[cH:13][n:14][cH:15][cH:16][cH:17]2)[cH:8][cH:9]1)[NH:31][CH:30]([C:29]([O:28][CH3:27])=[O:36])[CH2:32][CH2:33][S:34][CH3:35]. Starting materials: COc1ccc(Nc2ncc(C(C)=O)nc2-c2cc(SC)nc(C)n2)cn1, C1COCCO1, O=C(OO)c1cccc(Cl)c1. Product: COc1ccc(Nc2ncc(C(C)=O)nc2-c2cc(S(C)=O)nc(C)n2)cn1. RXN SMILES: [CH3:1][O:2][c:3]1[cH:4][cH:5][c:6]([NH:9][c:10]2[n:11][cH:12][c:13]([C:25]([CH3:26])=[O:27])[n:14][c:15]2-[c:16]2[n:17][c:18]([CH3:24])[n:19][c:20]([S:22][CH3:23])[cH:21]2)[cH:7][n:8]1.[O:39]1[CH2:40][CH2:41][O:42][CH2:43][CH2:44]1.[OH:28][O:29][C:30]([c:31]1[cH:32][c:33]([Cl:34])[cH:35][cH:36][cH:37]1)=[O:38]>>[CH3:1][O:2][c:3]1[cH:4][cH:5][c:6]([NH:9][c:10]2[n:11][cH:12][c:13]([C:25]([CH3:26])=[O:27])[n:14][c:15]2-[c:16]2[n:17][c:18]([CH3:24])[n:19][c:20]([S:22]([CH3:23])=[O:28])[cH:21]2)[cH:7][n:8]1. The reactants are CCOC(C)=O, CO, CC(C)Oc1ccc(-c2nc(-c3cccc4c(CC[N+](=O)[O-])c[nH]c34)no2)cc1Cl, Cl, O. Product: CC(C)Oc1ccc(-c2nc(-c3cccc4c(CCN)c[nH]c34)no2)cc1Cl. Reaction SMILES: [CH3:33][CH2:34][O:35][C:36]([CH3:37])=[O:38].[CH3:39][OH:40].[Cl:3][c:4]1[cH:5][c:6](-[c:14]2[n:15][c:16](-[c:19]3[cH:20][cH:21][cH:22][c:23]4[c:24]([CH2:28][CH2:29][N+:30]([O-:31])=[O:32])[cH:25][nH:26][c:27]34)[n:17][o:18]2)[cH:7][cH:8][c:9]1[O:10][CH:11]([CH3:12])[CH3:13].[ClH:2].[OH2:1]>>[Cl:3][c:4]1[cH:5][c:6](-[c:14]2[n:15][c:16](-[c:19]3[cH:20][cH:21][cH:22][c:23]4[c:24]([CH2:28][CH2:29][NH2:30])[cH:25][nH:26][c:27]34)[n:17][o:18]2)[cH:7][cH:8][c:9]1[O:10][CH:11]([CH3:12])[CH3:13]. Starting materials: C(#N)C1=CC=C(CN2N=CN=C2)C=C1 (1-(4-cyanobenzyl)-1,2,4-triazole), [Li]CCCC (n-BuLi), C1(=CC=CC=C1)CCC=O (3-phenylpropionaldehyde). The product is C(#N)C1=CC=C(C=C1)C(C(CCC1=CC=CC=C1)O)N1N=CN=C1 (1-[1-(4-cyanophenyl)-2-hydroxy-4-phenylbutyl]-1,2,4-triazole). Reaction SMILES: [C:1]([C:3]1[CH:14]=[CH:13][C:6]([CH2:7][N:8]2[CH:12]=[N:11][CH:10]=[N:9]2)=[CH:5][CH:4]=1)#[N:2].[Li]CCCC.[C:20]1([CH2:26][CH2:27][CH:28]=[O:29])[CH:25]=[CH:24][CH:23]=[CH:22][CH:21]=1>>[C:1]([C:3]1[CH:4]=[CH:5][C:6]([CH:7]([N:8]2[CH:12]=[N:11][CH:10]=[N:9]2)[CH:28]([OH:29])[CH2:27][CH2:26][C:20]2[CH:25]=[CH:24][CH:23]=[CH:22][CH:21]=2)=[CH:13][CH:14]=1)#[N:2]. Procedure: 1-[1-(4-cyanophenyl)-2-hydroxy-4-phenylbutyl]-1,2,4-triazole is prepared by the method described in Example 1 starting from 1-(4-cyanobenzyl)-1,2,4-triazole (2.0 g, 0.0108 mol), n-BuLi (0.0108 mol) and 3-phenylpropionaldehyde (1.74 g, 0.013 mol). The product is purified by flash chromatography. Starting materials: solution, C(C)(C)[Mg]Cl (isopropylmagnesium chloride), IC1=CC=C(C=O)C=C1 (4-Iodobenzaldehyde). Conditions: temperature 0 celsius, time 12 hour. Solvent: O1CCCC1 (tetrahydrofurane), C(C)OCC (diethylether). Yields the product IC1=CC=C(C=C1)C(C(C)C)O (1-(4-Iodophenyl)-2-methylpropan-1-ol). Procedure: 2.5 g 4-Iodobenzaldehyde are dissolved in 25 ml diethylether, cooled to 0° C. and treated dropwise with 6.0 ml of a 2 M solution of isopropylmagnesium chloride in tetrahydrofurane. The temperature is slowly raised to room temperature and the mixture is stirred for further 12 hours. Then the reaction is quenched by addition of half saturated aqueous ammonium chloride. The aqueous phase is twice extracted with ethylacetate and the combined organic phases are washed twice with saturated aqueous amm... Reaction SMILES: [I:1][C:2]1[CH:9]=[CH:8][C:5]([CH:6]=[O:7])=[CH:4][CH:3]=1.[CH:10]([Mg]Cl)([CH3:12])[CH3:11]>C(OCC)C.O1CCCC1>[I:1][C:2]1[CH:9]=[CH:8][C:5]([CH:6]([OH:7])[CH:10]([CH3:12])[CH3:11])=[CH:4][CH:3]=1. The reactants are O (water), O (water), BrC1=CC=CC=2NC(=NC21)CC2N(CCCC2)C(=O)C=2N=C(SC2C2=CC=C(C=C2)F)C ((RS)-1-[2-(4-bromo-1H-benzoimidazol-2-ylmethyl)-piperidin-1-yl]-1-[5-(4-fluorophenyl)-2-methylthiazol-4-yl]methanone), C(CCC)[Sn](C(=C)OCC)(CCCC)CCCC (tributyl(1-ethoxyvinyl)tin), resultant mixture. Reagents/catalysts: Cl (hydrochloric acid), C=1C=CC(=CC1)[P](C=2C=CC=CC2)(C=3C=CC=CC3)[Pd]([P](C=4C=CC=CC4)(C=5C=CC=CC5)C=6C=CC=CC6)([P](C=7C=CC=CC7)(C=8C=CC=CC8)C=9C=CC=CC9)[P](C=1C=CC=CC1)(C=1C=CC=CC1)C=1C=CC=CC1 (tetrakis(triphenylphosphine)palladium(0)), C=1C=CC(=CC1)[P](C=2C=CC=CC2)(C=3C=CC=CC3)[Pd]([P](C=4C=CC=CC4)(C=5C=CC=CC5)C=6C=CC=CC6)([P](C=7C=CC=CC7)(C=8C=CC=CC8)C=9C=CC=CC9)[P](C=1C=CC=CC1)(C=1C=CC=CC1)C=1C=CC=CC1 (tetrakis(triphenylphosphine)palladium(0)). Run in O1CCOCC1 (1,4-dioxane). Reaction conditions: time 24 hour. Product: C(C)(=O)C1=CC=CC=2NC(=NC21)CC2N(CCCC2)C(=O)C=2N=C(SC2C2=CC=C(C=C2)F)C ((RS)-1-[2-(4-Acetyl-1H-benzoimidazol-2-ylmethyl)-piperidin-1-yl]-1-[5-(4-fluorophenyl)-2-methylthiazol-4-yl]methanone). As a reaction SMILES: Br[C:2]1[C:10]2[N:9]=[C:8]([CH2:11][CH:12]3[CH2:17][CH2:16][CH2:15][CH2:14][N:13]3[C:18]([C:20]3[N:21]=[C:22]([CH3:32])[S:23][C:24]=3[C:25]3[CH:30]=[CH:29][C:28]([F:31])=[CH:27][CH:26]=3)=[O:19])[NH:7][C:6]=2[CH:5]=[CH:4][CH:3]=1.C([Sn](CCCC)(CCCC)[C:38]([O:40]CC)=[CH2:39])CCC.O>O1CCOCC1.Cl.C1C=CC([P]([Pd]([P](C2C=CC=CC=2)(C2C=CC=CC=2)C2C=CC=CC=2)([P](C2C=CC=CC=2)(C2C=CC=CC=2)C2C=CC=CC=2)[P](C2C=CC=CC=2)(C2C=CC=CC=2)C2C=CC=CC=2)(C2C=CC=CC=2)C2C=CC=CC=2)=CC=1>[C:38]([C:2]1[C:10]2[N:9]=[C:8]([CH2:11][CH:12]3[CH2:17][CH2:16][CH2:15][CH2:14][N:13]3[C:18]([C:20]3[N:21]=[C:22]([CH3:32])[S:23][C:24]=3[C:25]3[CH:30]=[CH:29][C:28]([F:31])=[CH:27][CH:26]=3)=[O:19])[NH:7][C:6]=2[CH:5]=[CH:4][CH:3]=1)(=[O:40])[CH3:39] |^1:62,64,83,102|. Reported procedure: To a deoxygenated solution of (RS)-1-[2-(4-bromo-1H-benzoimidazol-2-ylmethyl)-piperidin-1-yl]-1-[5-(4-fluorophenyl)-2-methylthiazol-4-yl]methanone, E66 (200 mg, 0.39 mmol) in anhydrous 1,4-dioxane (10 ml) was added tributyl(1-ethoxyvinyl)tin (155 mg, 0.43 mmol) and tetrakis(triphenylphosphine)palladium(0) (30 mg, 0.026 mmol). The resultant mixture was refluxed under argon for 20 h. Further tetrakis(triphenylphosphine)palladium(0) (60 mg, 0.052 mmol) was added and refluxing continued for a furthe... The reactants are FC1=CC=C(C=C1)C(C(=O)O)C1=CC=C(C=C1)F (bis(4-fluorophenyl) acetic acid), NCCCN1CCC(CC1)C=1C=CC(=C(C1)NC(C(C)C)=O)F (N-{5-[1-(3-aminopropyl)-4-piperidinyl]-2-fluorophenyl}-2-methylpropanamide). Yields the product FC1=CC=C(C=C1)C(C(=O)NCCCN1CCC(CC1)C=1C=CC(=C(C1)NC(C(C)C)=O)F)C1=CC=C(C=C1)F (N-{5-[1-(3-{[BIS(4-FLUOROPHENYL)ACETYL]AMINO}PROPYL)-4-PIPERIDINYL]-2-FLUORO PHENYL}-2-METHYLPROPANAMIDE). Reaction SMILES: [F:1][C:2]1[CH:7]=[CH:6][C:5]([CH:8]([C:12]2[CH:17]=[CH:16][C:15]([F:18])=[CH:14][CH:13]=2)[C:9]([OH:11])=O)=[CH:4][CH:3]=1.[NH2:19][CH2:20][CH2:21][CH2:22][N:23]1[CH2:28][CH2:27][CH:26]([C:29]2[CH:30]=[CH:31][C:32]([F:41])=[C:33]([NH:35][C:36](=[O:40])[CH:37]([CH3:39])[CH3:38])[CH:34]=2)[CH2:25][CH2:24]1>>[F:18][C:15]1[CH:16]=[CH:17][C:12]([CH:8]([C:5]2[CH:4]=[CH:3][C:2]([F:1])=[CH:7][CH:6]=2)[C:9]([NH:19][CH2:20][CH2:21][CH2:22][N:23]2[CH2:24][CH2:25][CH:26]([C:29]3[CH:30]=[CH:31][C:32]([F:41])=[C:33]([NH:35][C:36](=[O:40])[CH:37]([CH3:39])[CH3:38])[CH:34]=3)[CH2:27][CH2:28]2)=[O:11])=[CH:13][CH:14]=1. Procedure: Example 48 was prepared from bis(4-fluorophenyl) acetic acid and N-{5-[1-(3-aminopropyl)-4-piperidinyl]-2-fluorophenyl}-2-methylpropanamide according to the procedures described in Scheme 9: ESMS m/e: 552.3 (M+H)+. Reactants: [Mg+2].[Br-].[Br-] (MgBr2), Mg, BrCCBr (1,2-dibromoethane), [NH4+].[Cl-] (NH4Cl), Grignard reagent, COC=1C=C(C=CC1CN1CCCC1)C(=O)C=1C2=C(SC1N(C)C)C=C(C=C2)OCC2=CC=CC=C2 (6-benzyloxy-2-(dimethylamino)benzo[b]thiophen-3-yl 3-methoxy-4-[(1-pyrrolidinyl)methyl]phenyl ketone), N1(CCCC1)CCOC1=NC=C(C=C1)Br (5-bromopyrid-2-yl 2-(1-pyrrolidinyl)ethyl ether), [Li]CCCC (n-BuLi). The solvent is C1CCOC1 (THF), C1CCOC1 (THF), C1CCOC1 (THF). Conditions: temperature -78 celsius, time 1 hour. Product: COC=1C=C(C=CC1CN1CCCC1)C(=O)C=1C2=C(SC1C=1C=NC(=CC1)OCCN1CCCC1)C=C(C=C2)OCC2=CC=CC=C2 (6-Benzyloxy-2-[6-[2-(1-pyrrolidinyl)ethoxy]pyrid-3-yl]benzo[b]thiophen-3-yl 3-Methoxy-4-[(1-pyrrolidinyl)methyl]phenyl Ketone). RXN SMILES: [N:1]1([CH2:6][CH2:7][O:8][C:9]2[CH:14]=[CH:13][C:12](Br)=[CH:11][N:10]=2)[CH2:5][CH2:4][CH2:3][CH2:2]1.[Li]CCCC.[Mg+2].[Br-].[Br-].BrCCBr.[CH3:28][O:29][C:30]1[CH:31]=[C:32]([C:42]([C:44]2[C:45]3[CH:55]=[CH:54][C:53]([O:56][CH2:57][C:58]4[CH:63]=[CH:62][CH:61]=[CH:60][CH:59]=4)=[CH:52][C:46]=3[S:47][C:48]=2N(C)C)=[O:43])[CH:33]=[CH:34][C:35]=1[CH2:36][N:37]1[CH2:41][CH2:40][CH2:39][CH2:38]1.[NH4+].[Cl-]>C1COCC1>[CH3:28][O:29][C:30]1[CH:31]=[C:32]([C:42]([C:44]2[C:45]3[CH:55]=[CH:54][C:53]([O:56][CH2:57][C:58]4[CH:63]=[CH:62][CH:61]=[CH:60][CH:59]=4)=[CH:52][C:46]=3[S:47][C:48]=2[C:12]2[CH:11]=[N:10][C:9]([O:8][CH2:7][CH2:6][N:1]3[CH2:5][CH2:4][CH2:3][CH2:2]3)=[CH:14][CH:13]=2)=[O:43])[CH:33]=[CH:34][C:35]=1[CH2:36][N:37]1[CH2:41][CH2:40][CH2:39][CH2:38]1 |f:2.3.4,7.8|. Procedure: A −78° C. solution of 5-bromopyrid-2-yl 2-(1-pyrrolidinyl)ethyl ether (3.25 g, 12.0 mmol) in 40 mL of anhydrous THF was treated with n-BuLi (8.1 mL, 13.0 mmol, 1.6 M in hexanes). After 1 h, a slurry of MgBr2 [freshly prepared from Mg (365 mg, 15.0 mmol) and 1.3 mL of 1,2-dibromoethane] in 20 mL of anhydrous THF was added. The reaction mixture was stirred at −78° C. for an additional 10 min, and then the cold bath was removed. After 45 min, the Grignard reagent was added dropwise via a cannula to...